Dataset: the Open Reaction Database (ORD), a public repository of structured organic reaction records. Task: describe an organic reaction: reactants, conditions, products, and yield Reactants: NC[C@@H]1CN(CCO[C@H]1C1=CC(=C(C=C1)Cl)Cl)C(=O)OC(C)(C)C (tert-butyl (6R,7R)-6-(aminomethyl)-7-(3,4-dichlorophenyl)-1,4-oxazepane-4-carboxylate), [OH-].[Na+] (sodium hydroxide), C(OC)COC (dimethoxyethane). Reaction conditions: time 8 hour. Product: ClC=1C=C(C=CC1Cl)[C@H]1[C@@H](CN(CCO1)C(=O)OC(C)(C)C)CNC(CO)=O (tert-butyl (6R,7R)-7-(3,4-dichlorophenyl)-6-{[(hydroxyacetyl)amino]methyl}-1,4-oxazepane-4-carboxylate). RXN SMILES: [NH2:1][CH2:2][C@H:3]1[C@H:9]([C:10]2[CH:15]=[CH:14][C:13]([Cl:16])=[C:12]([Cl:17])[CH:11]=2)[O:8][CH2:7][CH2:6][N:5]([C:18]([O:20][C:21]([CH3:24])([CH3:23])[CH3:22])=[O:19])[CH2:4]1.[OH-].[Na+].[CH2:27]([CH2:30][O:31]C)[O:28]C>>[Cl:17][C:12]1[CH:11]=[C:10]([C@@H:9]2[O:8][CH2:7][CH2:6][N:5]([C:18]([O:20][C:21]([CH3:24])([CH3:23])[CH3:22])=[O:19])[CH2:4][C@H:3]2[CH2:2][NH:1][C:27](=[O:28])[CH2:30][OH:31])[CH:15]=[CH:14][C:13]=1[Cl:16] |f:1.2|. Procedure: To a solution of tert-butyl (6R,7R)-6-(aminomethyl)-7-(3,4-dichlorophenyl)-1,4-oxazepane-4-carboxylate (171 mg) in dimethoxyethane (3 mL) was added 1 N aqueous sodium hydroxide solution (0.72 ml), and the mixture was stirred overnight. The solvent was evaporated under reduced pressure. Water was added to the residue, and the mixture was extracted twice with ethyl acetate. The combined organic layers were washed with brine, and dried over anhydrous magnesium sulfate. The solvent was evaporated un...